Dataset: the Open Reaction Database (ORD), a public repository of structured organic reaction records. Task: describe an organic reaction: reactants, conditions, products, and yield The reactants are CC=1N=C(C2=C(N1)C=CC(=N2)C2=CC=C(C=C2)F)Cl (2-methyl-4-chloro-6-(4-fluorophenyl)pyrido[3,2-d]pyrimidine), N (ammonia), NC=1C2=C(N=CN1)C=CC(=N2)C2=CC=C(C=C2)F (4-amino-6-(4-fluorophenyl)-pyrido[3,2-d]pyrimidine). Solvent: CO (methanol). Product: CC=1N=C(C2=C(N1)C=CC(=N2)C2=CC=C(C=C2)F)N (2-methyl-4-amino-6-(4-fluorophenyl)-pyrido[3,2-d]pyrimidine). The yield is 99.0%. As a reaction SMILES: [CH3:1][C:2]1[N:3]=[C:4](Cl)[C:5]2[N:11]=[C:10]([C:12]3[CH:17]=[CH:16][C:15]([F:18])=[CH:14][CH:13]=3)[CH:9]=[CH:8][C:6]=2[N:7]=1.N.[NH2:21]C1C2N=C(C3C=CC(F)=CC=3)C=CC=2N=CN=1>CO>[CH3:1][C:2]1[N:3]=[C:4]([NH2:21])[C:5]2[N:11]=[C:10]([C:12]3[CH:17]=[CH:16][C:15]([F:18])=[CH:14][CH:13]=3)[CH:9]=[CH:8][C:6]=2[N:7]=1. Procedure: This compound was synthesized from 2-methyl-4-chloro-6-(4-fluorophenyl)pyrido[3,2-d]pyrimidine and a ammonia solution in methanol in 99% yield, using the procedure described for the synthesis of 4-amino-6-(4-fluorophenyl)-pyrido[3,2-d]pyrimidine. The mass spectrum was as follows: MS (m/z): 255 ([M+H]+, 100). Starting materials: CC(C)N1CC2(CCN(C(=O)OC(C)(C)C)CC2)C1c1ccc(Cl)cc1, ClCCl, O=C(O)C(F)(F)F. Yields the product CC(C)N1CC2(CCNCC2)C1c1ccc(Cl)cc1. Reaction SMILES: [Cl:1][c:2]1[cH:3][cH:4][c:5]([CH:8]2[N:9]([CH:24]([CH3:25])[CH3:26])[CH2:10][C:11]23[CH2:12][CH2:13][N:14]([C:17]([O:18][C:19]([CH3:20])([CH3:21])[CH3:22])=[O:23])[CH2:15][CH2:16]3)[cH:6][cH:7]1.[Cl:34][CH2:35][Cl:36].[OH:27][C:28]([C:29]([F:30])([F:31])[F:32])=[O:33]>>[Cl:1][c:2]1[cH:3][cH:4][c:5]([CH:8]2[N:9]([CH:24]([CH3:25])[CH3:26])[CH2:10][C:11]23[CH2:12][CH2:13][NH:14][CH2:15][CH2:16]3)[cH:6][cH:7]1.